Dataset: the Open Reaction Database (ORD), a public repository of structured organic reaction records. Task: describe an organic reaction: reactants, conditions, products, and yield Starting materials: CC(C)N, O=[N+]([O-])c1ccc(-c2ccc(S(=O)(=O)Cl)cc2)cc1, CN(C)C=O, O. Yields the product CC(C)NS(=O)(=O)c1ccc(-c2ccc([N+](=O)[O-])cc2)cc1. Reaction SMILES: [CH3:1][CH:2]([CH3:3])[NH2:4].[N+:5](=[O:6])([O-:7])[c:8]1[cH:9][cH:10][c:11](-[c:14]2[cH:15][cH:16][c:17]([S:20](=[O:21])(=[O:22])[Cl:23])[cH:18][cH:19]2)[cH:12][cH:13]1.[O:25]=[CH:26][N:27]([CH3:28])[CH3:29].[OH2:24]>>[CH3:1][CH:2]([CH3:3])[NH:4][S:20]([c:17]1[cH:16][cH:15][c:14](-[c:11]2[cH:10][cH:9][c:8]([N+:5](=[O:6])[O-:7])[cH:13][cH:12]2)[cH:19][cH:18]1)(=[O:21])=[O:22]. The reactants are ClC1=CC=2N(C3=CC=CC=C3SC2C=C1)CCCN1CCN(CC1)CCCl (1-[3-(2-chloro-10H-phenothiazin-10-yl)propyl]-4-(2-chloroethyl)piperazine), CC(C)NCCCCCOC1=CC=C(C=C1)O (4-[5-(1-methylethyl)aminopentoxy]phenol), [OH-].[Na+] (sodium hydroxide). The solvent is CS(=O)C (dimethylsulfoxide), O (water). Run at time 5 hour. The product is Cl.Cl.Cl.ClC1=CC=2N(C3=CC=CC=C3SC2C=C1)CCCN1CCN(CC1)CCOC1=CC=C(C=C1)OCCCCCNC(C)C (1-[3-(2-chloro-10H-phenothiazin-10-yl)propyl]-4-[2-[4-[5-(1-methylethyl)aminopentoxy]phenoxy]ethyl]piperazine trihydrochloride). Isolated yield 145.4%. RXN SMILES: [Cl:1][C:2]1[CH:15]=[CH:14][C:13]2[S:12][C:11]3[C:6](=[CH:7][CH:8]=[CH:9][CH:10]=3)[N:5]([CH2:16][CH2:17][CH2:18][N:19]3[CH2:24][CH2:23][N:22]([CH2:25][CH2:26]Cl)[CH2:21][CH2:20]3)[C:4]=2[CH:3]=1.[CH3:28][CH:29]([NH:31][CH2:32][CH2:33][CH2:34][CH2:35][CH2:36][O:37][C:38]1[CH:43]=[CH:42][C:41]([OH:44])=[CH:40][CH:39]=1)[CH3:30].[OH-].[Na+]>CS(C)=O.O>[ClH:1].[ClH:1].[ClH:1].[Cl:1][C:2]1[CH:15]=[CH:14][C:13]2[S:12][C:11]3[C:6](=[CH:7][CH:8]=[CH:9][CH:10]=3)[N:5]([CH2:16][CH2:17][CH2:18][N:19]3[CH2:20][CH2:21][N:22]([CH2:25][CH2:26][O:44][C:41]4[CH:42]=[CH:43][C:38]([O:37][CH2:36][CH2:35][CH2:34][CH2:33][CH2:32][NH:31][CH:29]([CH3:28])[CH3:30])=[CH:39][CH:40]=4)[CH2:23][CH2:24]3)[C:4]=2[CH:3]=1 |f:2.3,6.7.8.9|. Procedure details: A solution of 1-[3-(2-chloro-10H-phenothiazin-10-yl)propyl]-4-(2-chloroethyl)piperazine (9.2 g) and 4-[5-(1-methylethyl)aminopentoxy]phenol (5.16 g) in 150 ml dimethylsulfoxide was treated with sodium hydroxide (0.87 g) in water (7 ml) and was stirred at 55°-60° for 5 hours. The usual work-up furnished the crude trihydrochloride salt which was recrystallized from methanol to give 5.8 g of 1-[3-(2-chloro-10H-phenothiazin-10-yl)propyl]-4-[2-[4-[5-(1-methylethyl)aminopentoxy]phenoxy]ethyl]piperazin... Product: NC1=C2CC[C@H]3[C@@H]4CC[C@H]([C@@H](CO)C)[C@]4(CC[C@@H]3[C@]2(CCC1=O)C)C ((20S)-4-amino-21-hydroxy-20-methylpregn-4-en-3-one). Reaction SMILES: [N:1]([C:4]1[C:24](=[O:25])[CH2:23][CH2:22][C@@:21]2([CH3:26])[C:5]=1[CH2:6][CH2:7][C@@H:8]1[C@@H:20]2[CH2:19][CH2:18][C@@:17]2([CH3:27])[C@H:9]1[CH2:10][CH2:11][C@@H:12]2[C@H:13]([CH3:16])[CH2:14][OH:15])=[N+]=[N-].O.C1(P(C2C=CC=CC=2)C2C=CC=CC=2)C=CC=CC=1>O1CCCC1>[NH2:1][C:4]1[C:24](=[O:25])[CH2:23][CH2:22][C@@:21]2([CH3:26])[C:5]=1[CH2:6][CH2:7][C@@H:8]1[C@@H:20]2[CH2:19][CH2:18][C@@:17]2([CH3:27])[C@H:9]1[CH2:10][CH2:11][C@@H:12]2[C@H:13]([CH3:16])[CH2:14][OH:15]. Solvent: O1CCCC1 (tetrahydrofuran). Reported procedure: To a stirred solution of (20S)-4-azido-21-hydroxy-20-methylpregn-4-en-3-one (3.15 mmole) in tetrahydrofuran (20 mL)-water (7 mL) was added triphenylphosphine (1.41 g, 5.38 mmole). The reaction was heated at reflux temperature for 16 hours. Most of the tetrahydrofuran was removed under vacuum. Dichloromethane was added to the mixture and the organic solution was placed atop a column of silica gel and flash chromatographed (hexane-30% ethyl acetate). The fractions containing the product were combi... The reactants are N(=[N+]=[N-])C1=C2CC[C@H]3[C@@H]4CC[C@H]([C@@H](CO)C)[C@]4(CC[C@@H]3[C@]2(CCC1=O)C)C ((20S)-4-azido-21-hydroxy-20-methylpregn-4-en-3-one), O (water), C1(=CC=CC=C1)P(C1=CC=CC=C1)C1=CC=CC=C1 (triphenylphosphine).